From a dataset of the Open Reaction Database (ORD), a public repository of structured organic reaction records. describe an organic reaction: reactants, conditions, products, and yield Starting materials: CCO, CCc1cc(C(O)=S)c(C)[nH]1, [Na+], [OH-]. Yields the product CCc1cc(C(O)=S)c[nH]1. Reaction SMILES: [CH3:14][CH2:15][OH:16].[CH3:1][c:2]1[nH:3][c:4]([CH2:10][CH3:11])[cH:5][c:6]1[C:7](=[S:8])[OH:9].[Na+:13].[OH-:12]>>[cH:2]1[nH:3][c:4]([CH2:10][CH3:11])[cH:5][c:6]1[C:7](=[S:8])[OH:9]. Reactants: CCCS, CCOC(C)=O, O=C(NC1C2CC3CC(C2)CC1C3)c1ccc(Cl)nc1Cl, [Na+], [Na+], O=C([O-])[O-], CN(C)C=O. The product is CCCSc1nc(Cl)ccc1C(=O)NC1C2CC3CC(C2)CC1C3. Reaction SMILES: [CH2:1]([CH2:2][CH3:3])[SH:4].[CH3:37][CH2:38][O:39][C:40]([CH3:41])=[O:42].[CH:5]12[CH:6]([NH:15][C:16](=[O:17])[c:18]3[c:19]([Cl:25])[n:20][c:21]([Cl:24])[cH:22][cH:23]3)[CH:7]3[CH2:8][CH:9]([CH2:10][CH:11]([CH2:12]1)[CH2:13]3)[CH2:14]2.[Na+:26].[Na+:27].[O-:28][C:29](=[O:30])[O-:31].[O:32]=[CH:33][N:34]([CH3:35])[CH3:36]>>[CH2:1]([CH2:2][CH3:3])[S:4][c:19]1[c:18]([C:16]([NH:15][CH:6]2[CH:5]3[CH2:12][CH:11]4[CH2:10][CH:9]([CH2:8][CH:7]2[CH2:13]4)[CH2:14]3)=[O:17])[cH:23][cH:22][c:21]([Cl:24])[n:20]1. Starting materials: C(#N)C1=CC(=C(OCC(=O)OC(C)(C)C)C=C1)F (Tert-butyl (4-cyano-2-fluorophenoxy)acetate), NO (hydroxylamine). The solvent is CCO (EtOH). Run at time 12 hour. Yields the product NC(C1=CC(=C(OCC(=O)OC(C)(C)C)C=C1)F)=NO (Tert-butyl {4-[amino(hydroxyimino)methyl]-2-fluoro phenoxy}acetate). Isolated yield 90.1%. RXN SMILES: [C:1]([C:3]1[CH:17]=[CH:16][C:6]([O:7][CH2:8][C:9]([O:11][C:12]([CH3:15])([CH3:14])[CH3:13])=[O:10])=[C:5]([F:18])[CH:4]=1)#[N:2].[NH2:19][OH:20]>CCO>[NH2:2][C:1](=[N:19][OH:20])[C:3]1[CH:17]=[CH:16][C:6]([O:7][CH2:8][C:9]([O:11][C:12]([CH3:13])([CH3:14])[CH3:15])=[O:10])=[C:5]([F:18])[CH:4]=1. Reported procedure: Tert-butyl (4-cyano-2-fluorophenoxy)acetate (3.50 g; 13.93 mmol; 1 eq.) was suspended in EtOH (70 mL). hydroxylamine (2.05 mL; 69.65 mmol; 5 eq.) was added in one portion. The reaction mixture was stirred at RT for 12 hours. The reaction mixture was concentrated affording the title compound as a white solid (3.57 g, 90%). 1H NMR (DMSO-d6, 300 MHz) δ 9.61 (br s, 1H), 7.51-7.41 (m, 2H), 7.09-7.03 (t, J=8.84 Hz 1H), 5.81 (br s, 2H), 4.78 (s, 2H), 1.42 (s, 9H). LC/MS (Method 13): 285.1 (M+H)+. HPLC ... The reactants are Cl.ClC1=CN=NC2=CC(=C(C=C12)OC)OC (4-chloro-6,7-dimethoxycinnoline hydrochloride), FC1=C(N)C=C(C(=C1)C)O (2-fluoro-5-hydroxy-4-methylaniline). Solvent: CC(CCC)O (2-pentanol). Run at temperature 120 celsius. Yields the product FC1=C(NC2=CN=NC3=CC(=C(C=C23)OC)OC)C=C(C(=C1)C)O (4-(2-fluoro-5-hydroxy-4-methylanilino)-6,7-dimethoxycinnoline), hydrochloride salt. Isolated yield 82.0%. As a reaction SMILES: Cl.Cl[C:3]1[C:12]2[C:7](=[CH:8][C:9]([O:15][CH3:16])=[C:10]([O:13][CH3:14])[CH:11]=2)[N:6]=[N:5][CH:4]=1.[F:17][C:18]1[CH:24]=[C:23]([CH3:25])[C:22]([OH:26])=[CH:21][C:19]=1[NH2:20]>CC(O)CCC>[F:17][C:18]1[CH:24]=[C:23]([CH3:25])[C:22]([OH:26])=[CH:21][C:19]=1[NH:20][C:3]1[C:12]2[C:7](=[CH:8][C:9]([O:15][CH3:16])=[C:10]([O:13][CH3:14])[CH:11]=2)[N:6]=[N:5][CH:4]=1 |f:0.1|. Reported procedure: A solution of 4-chloro-6,7-dimethoxycinnoline hydrochloride (261 mg, 1 mmol), (prepared as described for the starting material in Example 1), and 2-fluoro-5-hydroxy-4-methylaniline (170 mg, 1.2 mmol), (prepared as described for the starting material in Example 11), in 2-pentanol (5 ml) was heated at 120° C. for 3 hours. After cooling, the solid was filtered off, washed with isopropanol and ether and dried under vacuum to give 4-(2-fluoro-5-hydroxy-4-methylanilino)-6,7-dimethoxycinnoline as an hy...